From a dataset of the Open Reaction Database (ORD), a public repository of structured organic reaction records. describe an organic reaction: reactants, conditions, products, and yield Starting materials: CO, Cc1ccc(COc2cccc(CCCN3C(=O)c4ccccc4C3=O)c2)cc1, ClCCl, NN, N. Yields the product Cc1ccc(COc2cccc(CCCN)c2)cc1. As a reaction SMILES: [CH3:33][OH:34].[CH3:3][c:4]1[cH:5][cH:6][c:7]([CH2:8][O:9][c:10]2[cH:11][c:12]([CH2:16][CH2:17][CH2:18][N:19]3[C:20](=[O:21])[c:22]4[c:23]([cH:24][cH:25][cH:26][cH:27]4)[C:28]3=[O:29])[cH:13][cH:14][cH:15]2)[cH:30][cH:31]1.[Cl:35][CH2:36][Cl:37].[NH2:1][NH2:2].[NH3:32]>>[CH3:3][c:4]1[cH:5][cH:6][c:7]([CH2:8][O:9][c:10]2[cH:11][c:12]([CH2:16][CH2:17][CH2:18][NH2:19])[cH:13][cH:14][cH:15]2)[cH:30][cH:31]1. Reactants: C(CCCCCCCCC\C=C/CCCCC)O.O1C(CCCC1)OC1OCCCC1 (Z-11-heptadecenol tetrahydropyranyl ether), C(CCCCCCCCC\C=C/CCCCC)O.O1C(CCCC1)OC1OCCCC1 (Z-11-heptadecenol tetrahydropyranyl ether), C(C)(=O)Cl (acetyl chloride). The solvent is C(C)(=O)O (acetic acid). Reaction conditions: time 3 hour. Product: C(C)(=O)OCCCCCCCCCC\C=C/CCCC ((Z)-11-hexadecenyl acetate). Isolated yield 55.7%. As a reaction SMILES: [CH2:1]([OH:18])[CH2:2][CH2:3][CH2:4][CH2:5][CH2:6][CH2:7][CH2:8][CH2:9][CH2:10]/[CH:11]=[CH:12]\[CH2:13][CH2:14][CH2:15][CH2:16]C.[O:19]1CCC[CH2:21][CH:20]1OC1CCCCO1.C(Cl)(=O)C>C(O)(=O)C>[C:20]([O:18][CH2:1][CH2:2][CH2:3][CH2:4][CH2:5][CH2:6][CH2:7][CH2:8][CH2:9][CH2:10]/[CH:11]=[CH:12]\[CH2:13][CH2:14][CH2:15][CH3:16])(=[O:19])[CH3:21] |f:0.1|. Reported procedure: 9 g. of (Z)-11-hexadecenol-tetrahydropyranyl ether (Formula III, R=H, Y=tetrahydropyranyl) are dissolved in 25 ml. of acetic acid. 6 ml. of acetyl chloride are added, and the solution is boiled on an oil bath of about 80° C. for 3 hours. The mixture is cooled, poured onto 50 g. of ice, and extracted thrice with a total amount of 200 ml. of hexane. The extracts are combined, washed with 30 ml. of water, dried over magnesium sulfate, filtered, and the solvent is evaporated. The residue is distille... Yields the product O=C1N(CCC1)C1=CC=C(C=C1)NC(=O)N1CCC(CC1)C1=NC=NC2=CC(=C(C=C12)OC)OC (4-(6,7-Dimethoxy-quinazolin-4-yl)-piperidine-1-carboxylic acid [4-(2-oxo-pyrrolidin-1-yl)-phenyl]-amide). Reagents/catalysts: [Cu]I (CuI). Solvent: C1(=CC=CC=C1)C (toluene). The reactants are IC1=CC=C(C=C1)NC(=O)N1CCC(CC1)C1=NC=NC2=CC(=C(C=C12)OC)OC (4-(6,7-dimethoxy-quinazolin-4-yl)-piperidine-1-carboxylic acid (4-iodo-phenyl)-amide), N1C(CCC1)=O (pyrrolidin-2-one), [O-]P(=O)([O-])[O-].[K+].[K+].[K+] (K3PO4), CN(CCN)C (N,N-dimethylethylenediamine). RXN SMILES: I[C:2]1[CH:7]=[CH:6][C:5]([NH:8][C:9]([N:11]2[CH2:16][CH2:15][CH:14]([C:17]3[C:26]4[C:21](=[CH:22][C:23]([O:29][CH3:30])=[C:24]([O:27][CH3:28])[CH:25]=4)[N:20]=[CH:19][N:18]=3)[CH2:13][CH2:12]2)=[O:10])=[CH:4][CH:3]=1.[NH:31]1[CH2:35][CH2:34][CH2:33][C:32]1=[O:36].CN(C)CCN.[O-]P([O-])([O-])=O.[K+].[K+].[K+]>C1(C)C=CC=CC=1.[Cu]I>[O:36]=[C:32]1[CH2:33][CH2:34][CH2:35][N:31]1[C:2]1[CH:7]=[CH:6][C:5]([NH:8][C:9]([N:11]2[CH2:16][CH2:15][CH:14]([C:17]3[C:26]4[C:21](=[CH:22][C:23]([O:29][CH3:30])=[C:24]([O:27][CH3:28])[CH:25]=4)[N:20]=[CH:19][N:18]=3)[CH2:13][CH2:12]2)=[O:10])=[CH:4][CH:3]=1 |f:3.4.5.6|. Reported procedure: To a mixture of 4-(6,7-dimethoxy-quinazolin-4-yl)-piperidine-1-carboxylic acid (4-iodo-phenyl)-amide (57.9 mg, 0.11 mmol), as prepared in Example 2b, and pyrrolidin-2-one (13.3 mg, 0.16 mmol) in toluene (3 mL) was added CuI (1.5 mg), followed by N,N-dimethylethylenediamine (1.4 mg) and K3PO4 (56.7 mg). The reaction mixture was heated at 105° C. overnight. It was concentrated under reduced pressure and the crude residue was purified by flash column chromatography on silica gel (10% MeOH/EtOAc as ... Reaction conditions: temperature 105 celsius. The yield is 16.4%. Reaction SMILES: [CH2:1]([CH3:2])[O:3][C:4](=[O:5])[CH:6]1[N:7]([C:19]([CH:20]([CH2:21][c:22]2[cH:23][c:24]([Cl:33])[c:25]([NH2:32])[c:26]([C:28]([F:29])([F:30])[F:31])[cH:27]2)[O:34][C:35](=[O:36])[N:37]2[CH2:38][CH2:39][CH:40]([N:43]3[C:44](=[O:54])[NH:45][c:46]4[c:47]([cH:50][cH:51][cH:52][cH:53]4)[CH2:48][CH2:49]3)[CH2:41][CH2:42]2)=[O:55])[CH2:8][CH2:9][N:10]([CH:12]2[CH2:13][CH2:14][N:15]([CH3:18])[CH2:16][CH2:17]2)[CH2:11]1.[Li+:57].[OH-:56]>>[O:3]=[C:4]([OH:5])[CH:6]1[N:7]([C:19]([CH:20]([CH2:21][c:22]2[cH:23][c:24]([Cl:33])[c:25]([NH2:32])[c:26]([C:28]([F:29])([F:30])[F:31])[cH:27]2)[O:34][C:35](=[O:36])[N:37]2[CH2:38][CH2:39][CH:40]([N:43]3[C:44](=[O:54])[NH:45][c:46]4[c:47]([cH:50][cH:51][cH:52][cH:53]4)[CH2:48][CH2:49]3)[CH2:41][CH2:42]2)=[O:55])[CH2:8][CH2:9][N:10]([CH:12]2[CH2:13][CH2:14][N:15]([CH3:18])[CH2:16][CH2:17]2)[CH2:11]1. Product: CN1CCC(N2CCN(C(=O)C(Cc3cc(Cl)c(N)c(C(F)(F)F)c3)OC(=O)N3CCC(N4CCc5ccccc5NC4=O)CC3)C(C(=O)O)C2)CC1. Reactants: CCOC(=O)C1CN(C2CCN(C)CC2)CCN1C(=O)C(Cc1cc(Cl)c(N)c(C(F)(F)F)c1)OC(=O)N1CCC(N2CCc3ccccc3NC2=O)CC1, [Li+], [OH-]. Reactants: Cl.COC(=O)C1CNC1 (3-azetidine carboxylic acid methyl ester hydrochloride), ClC1=NC=CC=N1 (2-chloropyrimidine), TEA. The solvent is CO (methanol). Reaction conditions: temperature 50 celsius, time 5 hour. Product: COC(=O)C1CN(C1)C1=NC=CC=N1 (1-pyrimidin-2-yl-azetidine-3-carboxylic acid methyl ester). The yield is 71.8%. Reaction SMILES: Cl.[CH3:2][O:3][C:4]([CH:6]1[CH2:9][NH:8][CH2:7]1)=[O:5].Cl[C:11]1[N:16]=[CH:15][CH:14]=[CH:13][N:12]=1>CO>[CH3:2][O:3][C:4]([CH:6]1[CH2:9][N:8]([C:11]2[N:16]=[CH:15][CH:14]=[CH:13][N:12]=2)[CH2:7]1)=[O:5] |f:0.1|. Procedure details: To a stirred solution of 3-azetidine carboxylic acid methyl ester hydrochloride (150 mg, 0.99 mmol) and 2-chloropyrimidine (113.4 mg, 0.99 mmol) in methanol, was added TEA (200 mg, 1.98 mmol) at room temperature. The mixture was stirred at 50° C. for 5 hours and concentrated under reduced pressure. The residue was suspended in EtOAc (50 ml) and washed with water (15 ml), brine (5 ml), dried (MgSO4), filtered, and concentrated under reduced pressure to furnish the crude product. This material was... The reactants are Cl.NC=1C(=NC2=C(CCN(CC2)CC)N1)Br (2-amino-3-bromo-7-ethyl-6,7,8,9-tetrahydro-5H-pyrazino[2,3-d]azepine hydrochloride), [Na] (sodium), CO (methanol). Run at temperature 150 celsius, time 10 hour. The product is Cl.Cl.NC=1C(=NC2=C(CCN(CC2)CC)N1)C (2-Amino-3-methyl-7-ethyl-6,7,8,9-tetrahydro-5H-pyrazino[2,3-d]azepine dihydrochloride). Reaction SMILES: [ClH:1].[NH2:2][C:3]1[C:4](Br)=[N:5][C:6]2[CH2:12][CH2:11][N:10]([CH2:13][CH3:14])[CH2:9][CH2:8][C:7]=2[N:15]=1.[Na].[CH3:18]O>>[ClH:1].[ClH:1].[NH2:2][C:3]1[C:4]([CH3:18])=[N:5][C:6]2[CH2:12][CH2:11][N:10]([CH2:13][CH3:14])[CH2:9][CH2:8][C:7]=2[N:15]=1 |f:0.1,4.5.6,^1:16|. Reported procedure: 1 gm (3.3 mmols) of 2-amino-3-bromo-7-ethyl-6,7,8,9-tetrahydro-5H-pyrazino[2,3-d]azepine hydrochloride were admixed with a solution of 1 gm (43.5 mmols) of sodium in 50 ml of methanol, and the mixture was stirred for 10 hours at 150° C. in an autoclave. Thereafter, the reaction mixture was evaporated, the residue was taken up in 2 N sodium hydroxide, and the solution was extracted with chloroform. The chloroform extract solution was evaporated, the residue was dissolved in acetone, and the solut... Reactants: C1(CCCC1)CC(C(=O)O)N1N=CC(=CC1=O)OC1=C(C=CC=C1)N1CCCCC1 (3-cyclopentyl-2-[6-oxo-4-(2-piperidin-1-yl-phenoxy)-6H-pyridazin-1-yl]-propionic acid), NC1=NN(C=C1)CC(C)(O)C (1-(3-amino-pyrazol-1-yl)-2-methyl-propan-2-ol), C1(CCCC1)CC(C(=O)O)N1N=CC(=CC1=O)OC1=C(C=CC=C1)N1CCCCC1 (3-cyclopentyl-2-[6-oxo-4-(2-piperidin-1-yl-phenoxy)-6H-pyridazin-1-yl]-propionic acid), NC1=NN(C=C1)CC(C)(O)C (1-(3-amino-pyrazol-1-yl)-2-methyl-propan-2-ol). The product is C1(CCCC1)CC(C(=O)NC1=NN(C=C1)CC(C)(C)O)N1N=CC(=CC1=O)OC1=C(C=CC=C1)N1CCCCC1 (3-cyclopentyl-N-[1-(2-hydroxy-2-methyl-propyl)-1H-pyrazol-3-yl]-2-[6-oxo-4-(2-piperidin-1-yl-phenoxy)-6H-pyridazin-1-yl]-propionamide). Yield: 55.0%. Reaction SMILES: [CH:1]1([CH2:6][CH:7]([N:11]2[C:16](=[O:17])[CH:15]=[C:14]([O:18][C:19]3[CH:24]=[CH:23][CH:22]=[CH:21][C:20]=3[N:25]3[CH2:30][CH2:29][CH2:28][CH2:27][CH2:26]3)[CH:13]=[N:12]2)[C:8]([OH:10])=O)[CH2:5][CH2:4][CH2:3][CH2:2]1.[NH2:31][C:32]1[CH:36]=[CH:35][N:34]([CH2:37][C:38]([CH3:41])([OH:40])[CH3:39])[N:33]=1>>[CH:1]1([CH2:6][CH:7]([N:11]2[C:16](=[O:17])[CH:15]=[C:14]([O:18][C:19]3[CH:24]=[CH:23][CH:22]=[CH:21][C:20]=3[N:25]3[CH2:30][CH2:29][CH2:28][CH2:27][CH2:26]3)[CH:13]=[N:12]2)[C:8]([NH:31][C:32]2[CH:36]=[CH:35][N:34]([CH2:37][C:38]([OH:40])([CH3:39])[CH3:41])[N:33]=2)=[O:10])[CH2:5][CH2:4][CH2:3][CH2:2]1. Procedure: Using the method described in Example 17, 3-cyclopentyl-2-[6-oxo-4-(2-piperidin-1-yl-phenoxy)-6H-pyridazin-1-yl]-propionic acid (Intermediate 52) and 1-(3-amino-pyrazol-1-yl)-2-methyl-propan-2-ol (Intermediate 1) afforded 3-cyclopentyl-N-[1-(2-hydroxy-2-methyl-propyl)-1H-pyrazol-3-yl]-2-[6-oxo-4-(2-piperidin-1-yl-phenoxy)-6H-pyridazin-1-yl]-propionamide as a white solid (0.79 g, 55%); ES+-HRMS m/e calcd for C30H40N6O4 [M+H+] 549.3184 found 549.3186. 1H-NMR (400 MHz, DMSO-d6) δ ppm 1.05 (s, 3H), ... The reactants are C(C)(=O)N1N=CC2=CC(=CC=C12)C=1NC=2N(C(C1)=O)N=C(N2)C2=CC=C(C=C2)F (5-(1-acetyl-1H-indazol-5-yl)-2-(4-fluorophenyl)-[1,2,4]triazolo[1,5-α]pyrimidin-7(4H)-one), C([O-])([O-])=O.[K+].[K+] (potassium carbonate). The solvent is CO (methanol). Conditions: time 8 hour. Yields the product FC1=CC=C(C=C1)C1=NN2C(NC(=CC2=O)C=2C=C3C=NNC3=CC2)=N1 (2-(4-fluorophenyl)-5-(1H-indazol-5-yl)-[1,2,4]triazolo[1,5-α]pyrimidin-7(4H)-one), 2. Isolated yield 23.0%. RXN SMILES: C([N:4]1[C:12]2[C:7](=[CH:8][C:9]([C:13]3[NH:14][C:15]4[N:16]([N:20]=[C:21]([C:23]5[CH:28]=[CH:27][C:26]([F:29])=[CH:25][CH:24]=5)[N:22]=4)[C:17](=[O:19])[CH:18]=3)=[CH:10][CH:11]=2)[CH:6]=[N:5]1)(=O)C.C(=O)([O-])[O-].[K+].[K+]>CO>[F:29][C:26]1[CH:27]=[CH:28][C:23]([C:21]2[N:22]=[C:15]3[NH:14][C:13]([C:9]4[CH:8]=[C:7]5[C:12](=[CH:11][CH:10]=4)[NH:4][N:5]=[CH:6]5)=[CH:18][C:17](=[O:19])[N:16]3[N:20]=2)=[CH:24][CH:25]=1 |f:1.2.3|. Procedure: To a solution of 5-(1-acetyl-1H-indazol-5-yl)-2-(4-fluorophenyl)-[1,2,4]triazolo[1,5-α]pyrimidin-7(4H)-one (100 mg, crude) in methanol (10 ml) was added a solution of potassium carbonate (50 mg, 0.36 mmol), and the resulting mixture was stirred overnight at room temperature. The solids were collected by filtration and washed with water (3 ml) and methanol (10 ml) to afford 2-(4-fluorophenyl)-5-(1H-indazol-5-yl)-[1,2,4]triazolo[1,5-α]pyrimidin-7(4H)-one as a light yellow solid (55 mg, 23% 2 steps... Reactants: CS(C)=O, O=Cc1sccc1Cl, [Na], O, O=S(O)c1cccnc1. Yields the product O=Cc1sccc1S(=O)(=O)c1cccnc1. RXN SMILES: [CH3:19][S:20](=[O:21])[CH3:22].[Cl:1][c:2]1[c:3]([CH:7]=[O:8])[s:4][cH:5][cH:6]1.[Na:9].[OH2:23].[n:10]1[cH:11][c:12]([S:16](=[O:17])[OH:18])[cH:13][cH:14][cH:15]1>>[c:2]1([S:16]([c:12]2[cH:11][n:10][cH:15][cH:14][cH:13]2)(=[O:17])=[O:18])[c:3]([CH:7]=[O:8])[s:4][cH:5][cH:6]1. Starting materials: CCO, Cl, CC1=CC(N2CCC3(CC2)OCCO3)C(O)C(C)(C)CC1=O. Yields the product CC1=CC(N2CCC(=O)CC2)C(O)C(C)(C)CC1=O. Reaction SMILES: [CH3:24][CH2:25][OH:26].[ClH:23].[O:1]1[CH2:3][CH2:2][O:4][C:5]12[CH2:6][CH2:7][N:8]([CH:11]1[CH:12]=[C:13]([CH3:22])[C:14](=[O:21])[CH2:15][C:16]([CH3:19])([CH3:20])[CH:17]1[OH:18])[CH2:9][CH2:10]2>>[O:4]=[C:5]1[CH2:6][CH2:7][N:8]([CH:11]2[CH:12]=[C:13]([CH3:22])[C:14](=[O:21])[CH2:15][C:16]([CH3:19])([CH3:20])[CH:17]2[OH:18])[CH2:9][CH2:10]1.